From a dataset of the Open Reaction Database (ORD), a public repository of structured organic reaction records. describe an organic reaction: reactants, conditions, products, and yield The reactants are BrCCCCOC=1C=C2CCC(NC2=CC1)=O (6-(4-bromo-butoxy)-3,4-dihydro-carbostyril), C[O-].[K+] (potassium methylate), ClC1=C(C=C(C=C1)Cl)S (2,5-dichloro-thiophenol). Run in CO (methanol). Product: ClC1=C(C=C(C=C1)Cl)SCCCCOC=1C=C2CCC(NC2=CC1)=O (6-[4-(2,5-Dichlorophenyl-mercapto)-butoxy]-3,4-dihydro-carbostyril). As a reaction SMILES: Br[CH2:2][CH2:3][CH2:4][CH2:5][O:6][C:7]1[CH:8]=[C:9]2[C:14](=[CH:15][CH:16]=1)[NH:13][C:12](=[O:17])[CH2:11][CH2:10]2.C[O-].[K+].[Cl:21][C:22]1[CH:27]=[CH:26][C:25]([Cl:28])=[CH:24][C:23]=1[SH:29]>CO>[Cl:21][C:22]1[CH:27]=[CH:26][C:25]([Cl:28])=[CH:24][C:23]=1[S:29][CH2:2][CH2:3][CH2:4][CH2:5][O:6][C:7]1[CH:8]=[C:9]2[C:14](=[CH:15][CH:16]=1)[NH:13][C:12](=[O:17])[CH2:11][CH2:10]2 |f:1.2|. Procedure details: 8.94 gm (0.03 mol) of 6-(4-bromo-butoxy)-3,4-dihydro-carbostyril (m.p. 142°-147° C.) were added to a solution of 2.21 gm (0.0315 mol) of potassium methylate and 5.76 gm (0.0315mol) of 98% 2,5-dichloro-thiophenol in 54 ml of methanol. The mixture was refluxed, whereupon at first a clear solution was obtained. After 5 minutes so much crystalline reaction product was separated out that the reaction mixture solidified into a barely stirrable crystal slurry. After one hour the mixture was cooled to r... Reactants: CO, NC(=O)NCCCl, O=C=NCCCl, C1CCOC1, O, Nc1cccc2c1CCCC2. Product: c1cc2c(c(NC3=NCCO3)c1)CCCC2. As a reaction SMILES: [CH3:25][OH:26].[Cl:18][CH2:19][CH2:20][NH:21][C:22]([NH2:23])=[O:24].[Cl:1][CH2:2][CH2:3][N:4]=[C:5]=[O:6].[O:27]1[CH2:28][CH2:29][CH2:30][CH2:31]1.[OH2:32].[c:7]1([NH2:17])[cH:8][cH:9][cH:10][c:11]2[c:16]1[CH2:15][CH2:14][CH2:13][CH2:12]2>>[CH2:2]1[CH2:3][N:4]=[C:5]([NH:17][c:7]2[cH:8][cH:9][cH:10][c:11]3[c:16]2[CH2:15][CH2:14][CH2:13][CH2:12]3)[O:6]1. The reactants are COc1cc(C(=O)Cl)cc(OC)c1OC, CN(C)C1(CO)CCCc2sccc21, c1ccncc1. The product is COc1cc(C(=O)OCC2(N(C)C)CCCc3sccc32)cc(OC)c1OC. RXN SMILES: [CH3:15][O:16][c:17]1[cH:18][c:19]([C:20](=[O:21])[Cl:22])[cH:23][c:24]([O:28][CH3:29])[c:25]1[O:26][CH3:27].[CH3:1][N:2]([C:3]1([CH2:12][OH:13])[CH2:4][CH2:5][CH2:6][c:7]2[c:8]1[cH:9][cH:10][s:11]2)[CH3:14].[cH:30]1[cH:31][cH:32][n:33][cH:34][cH:35]1>>[CH3:1][N:2]([C:3]1([CH2:12][O:13][C:20]([c:19]2[cH:18][c:17]([O:16][CH3:15])[c:25]([O:26][CH3:27])[c:24]([O:28][CH3:29])[cH:23]2)=[O:21])[CH2:4][CH2:5][CH2:6][c:7]2[c:8]1[cH:9][cH:10][s:11]2)[CH3:14]. The reactants are BrCC1=CC=C(C=C1)CCN1C(C=C(C=C1)OCC1=NC=C(C=C1)Br)=O (1-[2-(4-bromomethyl-phenyl)-ethyl]-4-(5-bromo-pyridin-2-ylmethoxy)-1H-pyridin-2-one), N1CCC(CC1)NC(C)=O (N-piperidin-4-yl-acetamide). Yields the product BrC=1C=CC(=NC1)COC1=CC(N(C=C1)CCC1=CC=C(CN2CCC(CC2)NC(C)=O)C=C1)=O (N-[1-(4-{2-[4-(5-Bromo-pyridin-2-ylmethoxy)-2-oxo-2H-pyridin-1-yl]-ethyl}-benzyl)-piperidin-4-yl]-acetamide). RXN SMILES: Br[CH2:2][C:3]1[CH:8]=[CH:7][C:6]([CH2:9][CH2:10][N:11]2[CH:16]=[CH:15][C:14]([O:17][CH2:18][C:19]3[CH:24]=[CH:23][C:22]([Br:25])=[CH:21][N:20]=3)=[CH:13][C:12]2=[O:26])=[CH:5][CH:4]=1.[NH:27]1[CH2:32][CH2:31][CH:30]([NH:33][C:34](=[O:36])[CH3:35])[CH2:29][CH2:28]1>>[Br:25][C:22]1[CH:23]=[CH:24][C:19]([CH2:18][O:17][C:14]2[CH:15]=[CH:16][N:11]([CH2:10][CH2:9][C:6]3[CH:7]=[CH:8][C:3]([CH2:2][N:27]4[CH2:32][CH2:31][CH:30]([NH:33][C:34](=[O:36])[CH3:35])[CH2:29][CH2:28]4)=[CH:4][CH:5]=3)[C:12](=[O:26])[CH:13]=2)=[N:20][CH:21]=1. Reported procedure: N-[1-(4-{2-[4-(5-Bromo-pyridin-2-ylmethoxy)-2-oxo-2H-pyridin-1-yl]-ethyl}-benzyl)-piperidin-4-yl]-acetamide is prepared as example 12.1c from 75 mg (0.16 mmol) 1-[2-(4-bromomethyl-phenyl)-ethyl]-4-(5-bromo-pyridin-2-ylmethoxy)-1H-pyridin-2-one (example 12.1b) and 89 mg (0.63 mmol) N-piperidin-4-yl-acetamide. Reactants: COC(C(CC=1C(=NC(=NC1)Cl)Cl)C1=CC=CC=C1)=O (3-(2,4-dichloro-pyrimidin-5-yl)-2-phenyl-propionic acid methyl ester), NC1=CC=CC=C1 (aniline). Conditions: temperature 120 celsius. Yields the product COC(C(CC=1C(=NC(=NC1)NC1=CC=CC=C1)NC1=CC=CC=C1)C1=CC=CC=C1)=O (3-(2,4-diphenylamino-pyrimidin-5-yl)-2-phenyl-propionic acid methyl ester). Reaction SMILES: [CH3:1][O:2][C:3](=[O:20])[CH:4]([C:14]1[CH:19]=[CH:18][CH:17]=[CH:16][CH:15]=1)[CH2:5][C:6]1[C:7](Cl)=[N:8][C:9](Cl)=[N:10][CH:11]=1.[NH2:21][C:22]1[CH:27]=[CH:26][CH:25]=[CH:24][CH:23]=1>>[CH3:1][O:2][C:3](=[O:20])[CH:4]([C:14]1[CH:19]=[CH:18][CH:17]=[CH:16][CH:15]=1)[CH2:5][C:6]1[C:7]([NH:21][C:22]2[CH:27]=[CH:26][CH:25]=[CH:24][CH:23]=2)=[N:8][C:9]([NH:21][C:22]2[CH:27]=[CH:26][CH:25]=[CH:24][CH:23]=2)=[N:10][CH:11]=1. Reported procedure: The mixture of 3-(2,4-dichloro-pyrimidin-5-yl)-2-phenyl-propionic acid methyl ester (0.31 g, 1.0 mmol) (from Example 5a supra) and aniline (3.0 mL) (Aldrich) was heated at 120° C. for 1 hour. The reaction mixture was washed with hexanes (50 mL×3) and the supernatant was decanted off after each time. The residue was then dissolved in ethyl acetate (100 mL) and successively washed with saturated aqueous ammonium chloride solution (30 mL), water (30 mL) and brine (30 mL), dried over anhydrous sodiu... The reactants are C(C1=CC=CC=C1)(=O)O (benzoic acid), C(C)OC(=O)C1CNCC1C1=CC=C(C=C1)[N+](=O)[O-] (4-(4-Nitro-phenyl)-pyrrolidine-3-carboxylic Acid Ethyl Ester), C(C1=CC=CC=C1)(=O)Cl (benzoyl chloride), C(C(=O)Cl)(=O)Cl (oxalyl chloride). Run in C(Cl)Cl (methylene chloride), C(Cl)Cl (methylene chloride), C(C)N(CC)CC (triethylamine). Run at time 15 minute. Product: C(C)OC(=O)C1CN(CC1C1=CC=C(C=C1)[N+](=O)[O-])C(C1=CC=CC=C1)=O (1-Benzoyl-4-(4-nitro-phenyl)-pyrrolidine-3-carboxylic Acid Ethyl Ester). Reaction SMILES: [CH2:1]([O:3][C:4]([CH:6]1[CH:10]([C:11]2[CH:16]=[CH:15][C:14]([N+:17]([O-:19])=[O:18])=[CH:13][CH:12]=2)[CH2:9][NH:8][CH2:7]1)=[O:5])[CH3:2].[C:20](Cl)(=[O:27])[C:21]1[CH:26]=[CH:25][CH:24]=[CH:23][CH:22]=1.C(O)(=O)C1C=CC=CC=1.C(Cl)(=O)C(Cl)=O>C(Cl)Cl.C(N(CC)CC)C>[CH2:1]([O:3][C:4]([CH:6]1[CH:10]([C:11]2[CH:16]=[CH:15][C:14]([N+:17]([O-:19])=[O:18])=[CH:13][CH:12]=2)[CH2:9][N:8]([C:20](=[O:27])[C:21]2[CH:26]=[CH:25][CH:24]=[CH:23][CH:22]=2)[CH2:7]1)=[O:5])[CH3:2]. Procedure details: A stirred solution of 4-(4-nitro-phenyl)-pyrrolidine-3-carboxylic acid ethyl ester (7.5 g, Reference Example 4) in methylene chloride (100 ml), at 23° C., was treated dropwise with triethylamine (5.8 ml). After stirring for 15 minutes the mixture was treated dropwise with a solution of benzoyl chloride [prepared in a separate vessel by treating a stirred solution of benzoic acid (5 g) in methylene chloride (15 ml), at 23° C., with oxalyl chloride (5 ml) and after stirring for 2 hours evaporating...